Dataset: the Open Reaction Database (ORD), a public repository of structured organic reaction records. Task: describe an organic reaction: reactants, conditions, products, and yield Starting materials: BrC1=C(CN2C(=NN=C(C2=O)C)N2C[C@@H](CCC2)NC(OC(C)(C)C)=O)C=C(C=C1)F ((R)-tert-butyl 1-(4-(2-bromo-5-fluorobenzyl)-6-methyl-5-oxo-4,5-dihydro-1,2,4-triazin-3-yl)piperidin-3-ylcarbamate), C(=O)(C(F)(F)F)O (TFA), C(=O)(O)[O-].[Na+] (NaHCO3). Run in ClCCl (dichloromethane). Run at time 3 hour. The product is N[C@H]1CN(CCC1)C1=NN=C(C(N1CC1=CC(=CC=C1)F)=O)C ((R)-3-(3-aminopiperidin-1-yl)-4-(3-fluorobenzyl)-6-methyl-1,2,4-triazin-5(4H)-one). Reaction SMILES: Br[C:2]1[CH:30]=[CH:29][C:28]([F:31])=[CH:27][C:3]=1[CH2:4][N:5]1[C:10](=[O:11])[C:9]([CH3:12])=[N:8][N:7]=[C:6]1[N:13]1[CH2:18][CH2:17][CH2:16][C@@H:15]([NH:19]C(=O)OC(C)(C)C)[CH2:14]1.C(O)(C(F)(F)F)=O.C([O-])(O)=O.[Na+]>ClCCl>[NH2:19][C@@H:15]1[CH2:16][CH2:17][CH2:18][N:13]([C:6]2[N:5]([CH2:4][C:3]3[CH:2]=[CH:30][CH:29]=[C:28]([F:31])[CH:27]=3)[C:10](=[O:11])[C:9]([CH3:12])=[N:8][N:7]=2)[CH2:14]1 |f:2.3|. Procedure details: To a solution of (R)-tert-butyl 1-(4-(2-bromo-5-fluorobenzyl)-6-methyl-5-oxo-4,5-dihydro-1,2,4-triazin-3-yl)piperidin-3-ylcarbamate (18, 30 mg) in dichloromethane (1 mL) was added TFA (0.5 mL), and the mixture was stirred at RT for 3 h. The mixture was carefully neutralized with NaHCO3 (aq, saturated), and extracted with CH2Cl2 (10 mL×3). The combined extracts were dried over Na2SO4 and concentrated to give the crude product. This was purified by column chromatography on silica gel, and eluted w...